Task: describe an organic reaction: reactants, conditions, products, and yield. Dataset: the Open Reaction Database (ORD), a public repository of structured organic reaction records The reactants are FC(CCC(=O)Cl)(F)F (4,4,4-Trifluorobutyric acid chloride), Cl.CONC (O,N-dimethylhydroxylamine hydrochloride), N1=CC=CC=C1 (pyridine). Solvent: C(Cl)Cl (CH2Cl2), C(Cl)Cl (CH2Cl2). Conditions: temperature 0 celsius. Product: FC(CCC(=O)N(C)OC)(F)F (4,4,4-trifluoro-N-methoxy-N-methyl butyramide). The yield is 270.9%. As a reaction SMILES: [F:1][C:2]([F:9])([F:8])[CH2:3][CH2:4][C:5](Cl)=[O:6].Cl.[CH3:11][O:12][NH:13][CH3:14].N1C=CC=CC=1>C(Cl)Cl>[F:1][C:2]([F:9])([F:8])[CH2:3][CH2:4][C:5]([N:13]([O:12][CH3:11])[CH3:14])=[O:6] |f:1.2|. Reported procedure: 4,4,4-Trifluorobutyric acid chloride (6.4 g from above) in CH2Cl2 (80 ml) was treated with O,N-dimethylhydroxylamine hydrochloride (60.0 mmol, 5.85 g). The mixture was cooled to 0° C., then treated with pyridine (160.0 mmol, 12.9 ml), then allowed to warm to room temperature overnight. The mixture was diluted with CH2Cl2 (200 ml), then washed with brine(2×50 ml). Solvent was removed from the volatile product by simple distillation at atmospheric pressure to provide 20 g of 4,4,4-trifluoro-N-meth... Starting materials: Cc1cc(C)cc(-c2c(OCCC3CCCCN3C(=O)OC(C)(C)C)c3cc(NC(=O)C4CC4)c(Cl)cc3[nH]c2=O)c1, COc1ccccc1, O=C(O)C(F)(F)F. Yields the product Cc1cc(C)cc(-c2c(OCCC3CCCCN3)c3cc(NC(=O)C4CC4)c(Cl)cc3[nH]c2=O)c1. Reaction SMILES: [C:1]([O:2][C:3](=[O:4])[N:8]1[CH:9]([CH2:14][CH2:15][O:16][c:17]2[c:18](-[c:35]3[cH:36][c:37]([CH3:42])[cH:38][c:39]([CH3:41])[cH:40]3)[c:19](=[O:34])[nH:20][c:21]3[cH:22][c:23]([Cl:33])[c:24]([NH:27][C:28](=[O:29])[CH:30]4[CH2:31][CH2:32]4)[cH:25][c:26]23)[CH2:10][CH2:11][CH2:12][CH2:13]1)([CH3:5])([CH3:6])[CH3:7].[CH3:50][O:51][c:52]1[cH:53][cH:54][cH:55][cH:56][cH:57]1.[OH:43][C:44]([C:45]([F:46])([F:47])[F:48])=[O:49]>>[NH:8]1[CH:9]([CH2:14][CH2:15][O:16][c:17]2[c:18](-[c:35]3[cH:36][c:37]([CH3:42])[cH:38][c:39]([CH3:41])[cH:40]3)[c:19](=[O:34])[nH:20][c:21]3[cH:22][c:23]([Cl:33])[c:24]([NH:27][C:28](=[O:29])[CH:30]4[CH2:31][CH2:32]4)[cH:25][c:26]23)[CH2:10][CH2:11][CH2:12][CH2:13]1. Reactants: CC1=C(C(=CC=C1)N)N (3-methylbenzene-1,2-diamine), C(C)(C)(C)OC(=O)N1C[C@@H](CCC1)C(=O)O ((R)-1-(tert-butoxycarbonyl)piperidine-3-carboxylic acid), C1(=CC=CC=C1)OP(OC1=CC=CC=C1)OC1=CC=CC=C1 (Triphenylphosphite). The solvent is N1=CC=CC=C1 (pyridine). Product: CC1=CC=CC=2NC(=NC21)[C@H]2CN(CCC2)C(=O)OC(C)(C)C ((R)-tert-butyl 3-(4-methyl-1H-benzo[d]imidazol-2-yl)piperidine-1-carb oxylate). Yield: 20.6%. RXN SMILES: [CH3:1][C:2]1[CH:7]=[CH:6][CH:5]=[C:4]([NH2:8])[C:3]=1[NH2:9].[C:10]([O:14][C:15]([N:17]1[CH2:22][CH2:21][CH2:20][C@@H:19]([C:23](O)=O)[CH2:18]1)=[O:16])([CH3:13])([CH3:12])[CH3:11].C1(OP(OC2C=CC=CC=2)OC2C=CC=CC=2)C=CC=CC=1>N1C=CC=CC=1>[CH3:1][C:2]1[C:3]2[N:9]=[C:23]([C@@H:19]3[CH2:20][CH2:21][CH2:22][N:17]([C:15]([O:14][C:10]([CH3:11])([CH3:13])[CH3:12])=[O:16])[CH2:18]3)[NH:8][C:4]=2[CH:5]=[CH:6][CH:7]=1. Reported procedure: Into a microwave vial was added 3-methylbenzene-1,2-diamine (150 mg, 1.23 mmol) and (R)-1-(tert-butoxycarbonyl)piperidine-3-carboxylic acid (281 mg, 1.23 mmol). The mixture was dissolved with pyridine (6.2 mL). Triphenylphosphite (469 mg, 1.51 mmol) was added and the vial was capped. The reaction was microwaved at 220° C. for 10 minutes. Solvent was removed under vacuum and the residue was purified by preparatory LC/MS (20-30% CH3CN in H2O) to give (R)-tert-butyl 3-(4-methyl-1H-benzo[d]imidazol-... The reactants are [N+](=O)([O-])C1=CC=C(OCCCC[Si](O[Si](O[Si](C)(C)CCCCOC2=CC=C(C=C2)[N+](=O)[O-])(C)C)(C)C)C=C1 (1,5-bis[4-(4-nitrophenoxy)butyl]-1,1,3,3,5,5-hexamethyltrisiloxane). Reagents/catalysts: [Pd] (Pd/C). Run at time 2 day. Product: NC1=CC=C(OCCCC[Si](O[Si](O[Si](C)(C)CCCCOC2=CC=C(C=C2)N)(C)C)(C)C)C=C1 (1,5-bis[4-(4-aminophenoxy)butyl]-1,1,3,3,5,5-hexamethyltrisiloxane). Isolated yield 98.9%. As a reaction SMILES: [N+:1]([C:4]1[CH:39]=[CH:38][C:7]([O:8][CH2:9][CH2:10][CH2:11][CH2:12][Si:13]([CH3:37])([CH3:36])[O:14][Si:15]([CH3:35])([CH3:34])[O:16][Si:17]([CH2:20][CH2:21][CH2:22][CH2:23][O:24][C:25]2[CH:30]=[CH:29][C:28]([N+:31]([O-])=O)=[CH:27][CH:26]=2)([CH3:19])[CH3:18])=[CH:6][CH:5]=1)([O-])=O>[Pd]>[NH2:31][C:28]1[CH:29]=[CH:30][C:25]([O:24][CH2:23][CH2:22][CH2:21][CH2:20][Si:17]([CH3:19])([CH3:18])[O:16][Si:15]([CH3:35])([CH3:34])[O:14][Si:13]([CH2:12][CH2:11][CH2:10][CH2:9][O:8][C:7]2[CH:6]=[CH:5][C:4]([NH2:1])=[CH:39][CH:38]=2)([CH3:36])[CH3:37])=[CH:26][CH:27]=1. Procedure: 1,5-bis[4-(4-nitrophenoxy)butyl]-1,1,3,3,5,5-hexamethyltrisiloxane (2.79 g; 4.69 mmol) (2c) and 15 mL of a 10 wt % Pd/C (0.0262 g) ethyl acetate solution was mixed, and stirred for 2 days in a nitrogen atmosphere at room temperature. The solution was filtrated by Celite and then concentrated to obtain a colorless oily material of 1,5-bis[4-(4-aminophenoxy)butyl]-1,1,3,3,5,5-hexamethyltrisiloxane (3b) (2.48 g, 99% of yield) represented by the following formula. Starting materials: I.COC=1C=C(C=CC1N1N=C(N=C1)C)NC(=N)SC (Methyl 3-methoxy-4-(3-methyl-1H-1,2,4-triazol-1-yl)phenylcarbamimidothioate, hydroiodide), ClCCCCC(C(=O)O)C1=CC(=C(C=C1)OC(F)(F)F)F (6-chloro-2-(3-fluoro-4-(trifluoromethoxy)phenyl)hexanoic acid), NN (hydrazine). Yields the product ClCCCCC(C1=CC(=C(C=C1)OC(F)(F)F)F)C1=NC(=NN1)NC1=CC(=C(C=C1)N1N=C(N=C1)C)OC (5-(5-chloro-1-(3-fluoro-4-(trifluoromethoxy)phenyl)pentyl)-N-(3-methoxy-4-(3-methyl-1H-1,2,4-triazol-1-yl)phenyl)-1H-1,2,4-triazol-3-amine). RXN SMILES: I.[CH3:2][O:3][C:4]1[CH:5]=[C:6]([NH:16][C:17](SC)=[NH:18])[CH:7]=[CH:8][C:9]=1[N:10]1[CH:14]=[N:13][C:12]([CH3:15])=[N:11]1.[Cl:21][CH2:22][CH2:23][CH2:24][CH2:25][CH:26]([C:30]1[CH:35]=[CH:34][C:33]([O:36][C:37]([F:40])([F:39])[F:38])=[C:32]([F:41])[CH:31]=1)[C:27](O)=O.[NH2:42][NH2:43]>>[Cl:21][CH2:22][CH2:23][CH2:24][CH2:25][CH:26]([C:27]1[NH:43][N:42]=[C:17]([NH:16][C:6]2[CH:7]=[CH:8][C:9]([N:10]3[CH:14]=[N:13][C:12]([CH3:15])=[N:11]3)=[C:4]([O:3][CH3:2])[CH:5]=2)[N:18]=1)[C:30]1[CH:35]=[CH:34][C:33]([O:36][C:37]([F:38])([F:39])[F:40])=[C:32]([F:41])[CH:31]=1 |f:0.1|. Reported procedure: Methyl 3-methoxy-4-(3-methyl-1H-1,2,4-triazol-1-yl)phenylcarbamimidothioate, hydroiodide (0.250 g, 0.617 mmol), from preparation F) and 6-chloro-2-(3-fluoro-4-(trifluoromethoxy)phenyl)hexanoic acid (0.304 g, 0.925 mmol, from preparation AY) were coupled and then reacted with hydrazine (0.078 mL, 2.47 mmol) using a procedure analogous to Step A of Example 13. After an aqueous workup, 5-(5-chloro-1-(3-fluoro-4-(trifluoromethoxy)phenyl)pentyl)-N-(3-methoxy-4-(3-methyl-1H-1,2,4-triazol-1-yl)phenyl)-... The reactants are ClC1=CC(=C2C(=N1)N(N=N2)C)C (5-chloro-3,7-dimethyl-3H-[1,2,3]triazolo[4,5-b]pyridine), ClC1=CC=C(C=C1)C1NC(C=2N(N=C(C21)C)C2CC2)=O (4-(4-chlorophenyl)-1-cyclopropyl-3-methyl-4,5-dihydropyrrolo[3,4-c]pyrazol-6(1H)-one). Product: ClC1=CC=C(C=C1)C1N(C(C=2N(N=C(C21)C)C2CC2)=O)C2=CC(=C1C(=N2)N(N=N1)C)C (4-(4-chlorophenyl)-1-cyclopropyl-5-(3,7-dimethyl-3H-[1,2,3]triazolo[4,5-b]pyridin-5-yl)-3-methyl-4,5-dihydropyrrolo[3,4-c]pyrazol-6(1H)-one). RXN SMILES: Cl[C:2]1[N:7]=[C:6]2[N:8]([CH3:11])[N:9]=[N:10][C:5]2=[C:4]([CH3:12])[CH:3]=1.[Cl:13][C:14]1[CH:19]=[CH:18][C:17]([CH:20]2[C:27]3[C:26]([CH3:28])=[N:25][N:24]([CH:29]4[CH2:31][CH2:30]4)[C:23]=3[C:22](=[O:32])[NH:21]2)=[CH:16][CH:15]=1>>[Cl:13][C:14]1[CH:19]=[CH:18][C:17]([CH:20]2[C:27]3[C:26]([CH3:28])=[N:25][N:24]([CH:29]4[CH2:31][CH2:30]4)[C:23]=3[C:22](=[O:32])[N:21]2[C:2]2[N:7]=[C:6]3[N:8]([CH3:11])[N:9]=[N:10][C:5]3=[C:4]([CH3:12])[CH:3]=2)=[CH:16][CH:15]=1. Procedure details: The title compound was prepared in analogy to the procedure described in Example 102 using 5-chloro-3,7-dimethyl-3H-[1,2,3]triazolo[4,5-b]pyridine (Step 109.4) and 4-(4-chlorophenyl)-1-cyclopropyl-3-methyl-4,5-dihydropyrrolo[3,4-c]pyrazol-6(1H)-one (Step 85.6). The reaction mixture was quenched with a saturated aq. NaHCO3 solution (75 mL) and extracted with EtOAc. The combined organic layers were washed with a saturated aq. NaHCO3 solution, dried over Na2SO4 and concentrated under reduced pressu... As a reaction SMILES: C[O:2][C:3]1[CH:4]=[C:5]([CH2:11][C:12]([O:14][CH2:15][CH3:16])=[O:13])[CH:6]=[C:7]([O:9]C)[CH:8]=1.B(Br)(Br)Br>C(Cl)Cl>[OH:2][C:3]1[CH:4]=[C:5]([CH2:11][C:12]([O:14][CH2:15][CH3:16])=[O:13])[CH:6]=[C:7]([OH:9])[CH:8]=1. The reactants are COC=1C=C(C=C(C1)OC)CC(=O)OCC (ethyl 3,5-dimethoxyphenylacetate), B(Br)(Br)Br (BBr3). Solvent: C(Cl)Cl (CH2Cl2), C(Cl)Cl (CH2Cl2). Run at time 8 hour. Procedure details: To a solution of ethyl 3,5-dimethoxyphenylacetate (11.0 g, 52,32 mmol) in 200 ml of CH2Cl2 is added 75 ml (25 mmol, 1.4 eq) of 1.0M BBr3 in CH2Cl2. This is then refluxed for 36 hours. The mixture is concentrated in vacuo, then partitioned between EtOAc and HCl. The organics are dried (MgSO4) and concentrated in vacuo. This is then redissolved in EtOH and HCl is bubbled in for 5 minutes and then stirred overnight at room temperature. The mixture is concentrated in vacuo, then partitioned between ... The product is OC=1C=C(C=C(C1)O)CC(=O)OCC (ethyl 3,5-dihydroxyphenylacetate).